Dataset: the Open Reaction Database (ORD), a public repository of structured organic reaction records. Task: describe an organic reaction: reactants, conditions, products, and yield Starting materials: [Li]CCCC, C1CCOC1, Cn1ccc(S(=O)(=O)NC(C)(C)C)c1, CN(C)C=O, Cl. Yields the product Cn1ccc(S(=O)(=O)NC(C)(C)C)c1C=O. Reaction SMILES: [CH2:15]([Li:16])[CH2:17][CH2:18][CH3:19].[CH2:26]1[O:27][CH2:28][CH2:29][CH2:30]1.[CH3:1][C:2]([CH3:3])([CH3:4])[NH:5][S:6](=[O:7])(=[O:8])[c:9]1[cH:10][n:11]([CH3:14])[cH:12][cH:13]1.[CH3:20][N:21]([CH:22]=[O:23])[CH3:24].[ClH:25]>>[CH3:1][C:2]([CH3:3])([CH3:4])[NH:5][S:6](=[O:7])(=[O:8])[c:9]1[c:10]([CH:22]=[O:23])[n:11]([CH3:14])[cH:12][cH:13]1. Reactants: OC1=C(C=CC=C1)CCCO (3-(-o-hydroxyphenyl)-1-propanol), S(=O)(=O)(C1=CC=C(C)C=C1)Cl (tosyl chloride). The solvent is C(Cl)Cl (methylene chloride), C(Cl)Cl (methylene chloride). Conditions: time 8 hour. Yields the product OC1=C(C=CC=C1)CCCOS(=O)(=O)C1=CC=C(C)C=C1 (3-(o-hydroxyphenyl)-1-tosyloxypropane). RXN SMILES: [OH:1][C:2]1[CH:7]=[CH:6][CH:5]=[CH:4][C:3]=1[CH2:8][CH2:9][CH2:10][OH:11].[S:12](Cl)([C:15]1[CH:21]=[CH:20][C:18]([CH3:19])=[CH:17][CH:16]=1)(=[O:14])=[O:13]>C(Cl)Cl>[OH:1][C:2]1[CH:7]=[CH:6][CH:5]=[CH:4][C:3]=1[CH2:8][CH2:9][CH2:10][O:11][S:12]([C:15]1[CH:21]=[CH:20][C:18]([CH3:19])=[CH:17][CH:16]=1)(=[O:14])=[O:13]. Procedure details: To 79.2 g of the diol from Example 2 in 400 ml of methylene chloride is added 100 ml of tiethylamine, followed by 91 g of tosyl chloride in 200 ml methylene chloride. The reaction mixture is stirred at room temperature overnight. The salts are then filtered off and the mixture washed with water, brine and water. The organic layer is dried (MgSO4), filtered and concentrated to obtain 3-(o-hydroxyphenyl)-1-tosyloxypropane as a light brown oil which is used directly in the next step. The reactants are IC=1C=C(C(=O)OC)C=CC1 (methyl 3-iodobenzoate), IC1=CC=C(C=C1)C (4-iodotoluene). Reagents/catalysts: [Cu] (copper), [Cu] (copper), [Cu] (copper). Yields the product CC1=CC=C(C=C1)C1=CC(=CC=C1)C(=O)OC (methyl 4'-methylbiphenyl-3-carboxylate). Yield: 34.9%. RXN SMILES: I[C:2]1[CH:3]=[C:4]([CH:9]=[CH:10][CH:11]=1)[C:5]([O:7][CH3:8])=[O:6].I[C:13]1[CH:18]=[CH:17][C:16]([CH3:19])=[CH:15][CH:14]=1>[Cu]>[CH3:19][C:16]1[CH:17]=[CH:18][C:13]([C:2]2[CH:11]=[CH:10][CH:9]=[C:4]([C:5]([O:7][CH3:8])=[O:6])[CH:3]=2)=[CH:14][CH:15]=1. Procedure details: To a stirred solution of 25.2 g of methyl 3-iodobenzoate and 21.0 g of 4-iodotoluene at 180°-190° under nitrogen was added 30.3 g of copper powder portionwise over 1 hour. When approximately one-third of the copper had been added, the reaction initiated and the temperature increased spontaneously to 240°. The mixture was allowed to cool to 210°, then was held at 210° during the addition of the remaining copper and for an additional hour. The mixture was allowed to cool to room temperature and wa... Product: c1ccc(C(c2ccccc2)N2CC3(CNCCO3)C2)cc1. RXN SMILES: [BH3:4].[CH2:28]1[O:29][CH2:30][CH2:31][CH2:32]1.[CH3:1][S:2][CH3:3].[CH3:33][CH2:34][CH2:35][CH:36]([CH3:37])[CH3:38].[CH:5]([c:6]1[cH:7][cH:8][cH:9][cH:10][cH:11]1)([c:12]1[cH:13][cH:14][cH:15][cH:16][cH:17]1)[N:18]1[CH2:19][C:20]2([CH2:21]1)[O:22][CH2:23][C:24](=[O:27])[NH:25][CH2:26]2>>[CH:5]([c:6]1[cH:7][cH:8][cH:9][cH:10][cH:11]1)([c:12]1[cH:13][cH:14][cH:15][cH:16][cH:17]1)[N:18]1[CH2:19][C:20]2([CH2:21]1)[O:22][CH2:23][CH2:24][NH:25][CH2:26]2. Reactants: B, C1CCOC1, CSC, CCCC(C)C, O=C1COC2(CN1)CN(C(c1ccccc1)c1ccccc1)C2. Starting materials: C1(CC1)C=1C(=NC=C(C1)C1CC1)N1CCN(CC1)C(=O)C1=CC=C(C=C1)I ([4-(3,5-dicyclopropylpyridin-2-yl)piperazin-1-yl](4-iodophenyl)methanone), CN1C(NCC1)=O (1-methylimidazolidin-2-one). Product: C1(CC1)C=1C(=NC=C(C1)C1CC1)N1CCN(CC1)C(=O)C1=CC=C(C=C1)N1C(N(CC1)C)=O (1-{4-[4-(3,5-dicyclopropylpyridin-2-yl)piperazine-1-carbonyl]phenyl}-3-methylimidazolidin-2-one). Isolated yield 75.5%. RXN SMILES: [CH:1]1([C:4]2[C:5]([N:13]3[CH2:18][CH2:17][N:16]([C:19]([C:21]4[CH:26]=[CH:25][C:24](I)=[CH:23][CH:22]=4)=[O:20])[CH2:15][CH2:14]3)=[N:6][CH:7]=[C:8]([CH:10]3[CH2:12][CH2:11]3)[CH:9]=2)[CH2:3][CH2:2]1.[CH3:28][N:29]1[CH2:33][CH2:32][NH:31][C:30]1=[O:34]>>[CH:1]1([C:4]2[C:5]([N:13]3[CH2:18][CH2:17][N:16]([C:19]([C:21]4[CH:26]=[CH:25][C:24]([N:31]5[CH2:32][CH2:33][N:29]([CH3:28])[C:30]5=[O:34])=[CH:23][CH:22]=4)=[O:20])[CH2:15][CH2:14]3)=[N:6][CH:7]=[C:8]([CH:10]3[CH2:12][CH2:11]3)[CH:9]=2)[CH2:3][CH2:2]1. Procedure details: Using [4-(3,5-dicyclopropylpyridin-2-yl)piperazin-1-yl](4-iodophenyl)methanone (473 mg) described in Preparation Example 186 and 1-methylimidazolidin-2-one (120 mg) and by the reaction and treatment in the same manner as in Example 1, the title compound (336 mg) was obtained.